From a dataset of the Open Reaction Database (ORD), a public repository of structured organic reaction records. describe an organic reaction: reactants, conditions, products, and yield The reactants are S1C(=CC2=C1SC=C2)C(=O)OCC (ethyl thieno[2,3-b]thiophene-2-carboxylate), CN (CH3NH2). The solvent is CO (MeOH). Reaction conditions: time 18 hour. The product is CNCC1=CC2=C(SC=C2)S1 (2-(methylaminomethyl)thieno[2,3-b]thiophene). The yield is 85.0%. As a reaction SMILES: [S:1]1[C:5]2[S:6][CH:7]=[CH:8][C:4]=2[CH:3]=[C:2]1[C:9](OCC)=O.[CH3:14][NH2:15]>CO>[CH3:14][NH:15][CH2:9][C:2]1[S:1][C:5]2[S:6][CH:7]=[CH:8][C:4]=2[CH:3]=1. Procedure: A suspension of ethyl thieno[2,3-b]thiophene-2-carboxylate (3.84 g, 18.1 mmole) in 40% aqueous CH3NH2 (100 mL) and MeOH (10 mL) was stirred at RT for 18 hr. During that time the suspension became a solution. The mixture was concentrated to approximately ⅓ volume at which time the product precipitated. The solid was collected by filtration, washed with H2O, and dried in vacuo to give the title compound (3.01 g, 85%): 1H NMR (400 MHz, d6-DMSO) δ 8.60 (bs,1H), 7.92 (s,1H), 7.67 (d, J=5.2 Hz, 1H), 7... Reactants: C1CCOC1, C=CCOc1cc(OC)ccc1[N+](=O)[O-], CCO, [Cl-], Cl, [Fe], [NH4+], O. Yields the product C=CCOc1cc(OC)ccc1N. As a reaction SMILES: [CH2:16]1[O:17][CH2:18][CH2:19][CH2:20]1.[CH2:1]([CH:2]=[CH2:3])[O:4][c:5]1[c:6]([N+:13]([O-:14])=[O:15])[cH:7][cH:8][c:9]([O:11][CH3:12])[cH:10]1.[CH3:24][CH2:25][OH:26].[Cl-:21].[ClH:23].[Fe:27].[NH4+:22].[OH2:28]>>[CH2:1]([CH:2]=[CH2:3])[O:4][c:5]1[c:6]([NH2:13])[cH:7][cH:8][c:9]([O:11][CH3:12])[cH:10]1. Starting materials: C1CCOC1, CCN(C(C)C)C(C)C, N#Cc1cnc(Cl)nc1Cl, CC(C)(N)C(=O)NCC(F)(F)F. Product: CC(C)(Nc1ncc(C#N)c(Cl)n1)C(=O)NCC(F)(F)F. RXN SMILES: [CH2:32]1[O:33][CH2:34][CH2:35][CH2:36]1.[CH:23]([N:24]([CH2:25][CH3:26])[CH:27]([CH3:28])[CH3:29])([CH3:30])[CH3:31].[Cl:1][c:2]1[n:3][cH:4][c:5]([C:9]#[N:10])[c:6]([Cl:8])[n:7]1.[NH2:11][C:12]([C:13](=[O:14])[NH:15][CH2:16][C:17]([F:18])([F:19])[F:20])([CH3:21])[CH3:22]>>[c:2]1([NH:11][C:12]([C:13](=[O:14])[NH:15][CH2:16][C:17]([F:18])([F:19])[F:20])([CH3:21])[CH3:22])[n:3][cH:4][c:5]([C:9]#[N:10])[c:6]([Cl:8])[n:7]1. Isolated yield 53.8%. Run in N1=CC=CC=C1 (pyridine). Starting materials: C(C1=CC=CC=C1)OC=1C(=NC(=CC1)C)C(O)C1=CC=C(C=C1)OC (3-benzyloxy-2-[(4-methoxyphenyl)hydroxymethyl]-6-methylpyridine), C(C)(=O)OC(C)=O (acetic acid anhydride). Reported procedure: A mixture of 0.87 g of 3-benzyloxy-2-[(4-methoxyphenyl)hydroxymethyl]-6-methylpyridine, 2.5 ml of acetic acid anhydride and 20 ml of pyridine was heated under stirring for 4 hours in an oil bath kept at 120° C. After the reaction solution was evaporated, water was added thereto. The mixture was extracted with ethyl acetate, and the organic phase was washed with brine, dried over anhydrous magnesium sulfate and concentrated. To the residue were added 20 ml of methanol, 10 ml of tetrahydrofuran an... Run at time 4 hour. Product: OC=1C(=NC(=CC1)C)CC1=CC=C(C=C1)OC (3-Hydroxy-2-(4-methoxybenzyl)-6-methylpyridine). Reaction SMILES: C([O:8][C:9]1[C:10]([CH:16]([C:18]2[CH:23]=[CH:22][C:21]([O:24][CH3:25])=[CH:20][CH:19]=2)O)=[N:11][C:12]([CH3:15])=[CH:13][CH:14]=1)C1C=CC=CC=1.C(OC(=O)C)(=O)C>N1C=CC=CC=1>[OH:8][C:9]1[C:10]([CH2:16][C:18]2[CH:19]=[CH:20][C:21]([O:24][CH3:25])=[CH:22][CH:23]=2)=[N:11][C:12]([CH3:15])=[CH:13][CH:14]=1. The reactants are CC(=O)NC(=O)Nc1ccc(S(=O)(=O)Oc2ccccc2)cc1N, COC(=O)N=C=S, C1COCCO1. Yields the product COC(=O)NC(=S)Nc1cc(S(=O)(=O)Oc2ccccc2)ccc1NC(=O)NC(C)=O. As a reaction SMILES: [C:1]([CH3:2])(=[O:3])[NH:4][C:5]([NH:6][c:7]1[c:8]([NH2:9])[cH:10][c:11]([S:14](=[O:15])(=[O:16])[O:17][c:18]2[cH:19][cH:20][cH:21][cH:22][cH:23]2)[cH:12][cH:13]1)=[O:24].[CH3:25][O:26][C:27](=[O:28])[N:29]=[C:30]=[S:31].[O:32]1[CH2:33][CH2:34][O:35][CH2:36][CH2:37]1>>[C:1]([CH3:2])(=[O:3])[NH:4][C:5]([NH:6][c:7]1[c:8]([NH:9][C:30]([NH:29][C:27]([O:26][CH3:25])=[O:28])=[S:31])[cH:10][c:11]([S:14](=[O:15])(=[O:16])[O:17][c:18]2[cH:19][cH:20][cH:21][cH:22][cH:23]2)[cH:12][cH:13]1)=[O:24]. Reactants: O=C([O-])[O-], C1COCCN1, CCOC(=O)C=Cc1ccc(C(C)(C)C)cc1OS(=O)(=O)C(F)(F)F, Cc1ccccc1, [Cs+], [Cs+], CC(=O)[O-], CC(=O)[O-], [Pd+2]. Yields the product CCOC(=O)C=Cc1ccc(C(C)(C)C)cc1N1CCOCC1. Reaction SMILES: [C:1](=[O:2])([O-:3])[O-:4].[CH2:32]1[CH2:33][O:34][CH2:35][CH2:36][NH:37]1.[CH2:7]([CH3:8])[O:9][C:10]([CH:11]=[CH:12][c:13]1[c:14]([O:23][S:24]([C:25]([F:26])([F:27])[F:28])(=[O:29])=[O:30])[cH:15][c:16]([C:19]([CH3:20])([CH3:21])[CH3:22])[cH:17][cH:18]1)=[O:31].[CH3:38][c:39]1[cH:40][cH:41][cH:42][cH:43][cH:44]1.[Cs+:5].[Cs+:6].[O-:46][C:47]([CH3:48])=[O:49].[O-:50][C:51]([CH3:52])=[O:53].[Pd+2:45]>>[CH2:7]([CH3:8])[O:9][C:10]([CH:11]=[CH:12][c:13]1[c:14]([N:37]2[CH2:32][CH2:33][O:34][CH2:35][CH2:36]2)[cH:15][c:16]([C:19]([CH3:20])([CH3:21])[CH3:22])[cH:17][cH:18]1)=[O:31]. Starting materials: O=C([O-])O, CC(=O)O, CC(C)(C)OC(=O)N(Cc1ccccc1N)C1CCN(Cc2ccccc2)CC1, [Na+], N#CO[Na], O. Product: CC(C)(C)OC(=O)N(Cc1ccccc1NC(N)=O)C1CCN(Cc2ccccc2)CC1. Reaction SMILES: [C:34](=[O:35])([O-:36])[OH:37].[CH3:39][C:40](=[O:41])[OH:42].[NH2:5][c:6]1[c:7]([CH2:12][N:13]([CH:14]2[CH2:15][CH2:16][N:17]([CH2:20][c:21]3[cH:22][cH:23][cH:24][cH:25][cH:26]3)[CH2:18][CH2:19]2)[C:27](=[O:28])[O:29][C:30]([CH3:31])([CH3:32])[CH3:33])[cH:8][cH:9][cH:10][cH:11]1.[Na+:38].[Na:1][O:2][C:3]#[N:4].[OH2:43]>>[O:2]=[C:3]([NH2:4])[NH:5][c:6]1[c:7]([CH2:12][N:13]([CH:14]2[CH2:15][CH2:16][N:17]([CH2:20][c:21]3[cH:22][cH:23][cH:24][cH:25][cH:26]3)[CH2:18][CH2:19]2)[C:27](=[O:28])[O:29][C:30]([CH3:31])([CH3:32])[CH3:33])[cH:8][cH:9][cH:10][cH:11]1. Reactants: OC1=C(C(=O)O)C=C(C=N1)F (2-hydroxy-5-fluoronicotinic acid), FC=1C=C(C=CC1)O (3-fluorophenol). Procedure details: The title compound was prepared according to the procedure described in step 1 & 2 of Example 1 from 2-hydroxy-5-fluoronicotinic acid and 3-fluorophenol; 1H-NMR (DMSO-d6) δ 8.37 (1H, m), 8.23–8.15(1H, m), 7.49–7.35 (1H, m), 7.10–6.90 (3H, m). Yields the product FC=1C=NC(=C(C(=O)O)C1)OC1=CC(=CC=C1)F (5-Fluoro-2-(3-fluorophenoxy)nicotinic acid). Reaction SMILES: [OH:1][C:2]1[N:10]=[CH:9][C:8]([F:11])=[CH:7][C:3]=1[C:4]([OH:6])=[O:5].[F:12][C:13]1[CH:14]=[C:15](O)[CH:16]=[CH:17][CH:18]=1>>[F:11][C:8]1[CH:9]=[N:10][C:2]([O:1][C:17]2[CH:16]=[CH:15][CH:14]=[C:13]([F:12])[CH:18]=2)=[C:3]([CH:7]=1)[C:4]([OH:6])=[O:5].